Dataset: the Open Reaction Database (ORD), a public repository of structured organic reaction records. Task: describe an organic reaction: reactants, conditions, products, and yield Starting materials: Cl.ClC1=CC=C(C(=O)N(N)C2=CC3=C(C=C2)OCO3)C=C1 (N1 -(p-chlorobenzoyl)-3,4-methylenedioxyphenylhydrazine hydrochloride), C(CCC(=O)C)(=O)O (levulinic acid). The solvent is O (water). Procedure details: A mixture of 1.9 g of N1 -(p-chlorobenzoyl)-3,4-methylenedioxyphenylhydrazine hydrochloride and 20 g of levulinic acid was heated for 1 hour at 55° - 60°C and for 3 hours at 80° - 90°C. The reaction mixture was cooled to a room temperature, and poured into 200 ml of water. The precipitates were collected by filtration and washed with water. The crystals obtained by twice recrystallizing from acetone-water (5 : 1) gave 1.19 g of 1-(p-chlorobenzoyl)-2-methyl-5,6-methylenedioxy-3-indolylacetic acid... Isolated yield 55.1%. Yields the product ClC1=CC=C(C(=O)N2C(=C(C3=CC4=C(C=C23)OCO4)CC(=O)O)C)C=C1 (1-(p-chlorobenzoyl)-2-methyl-5,6-methylenedioxy-3-indolylacetic acid). RXN SMILES: Cl.[Cl:2][C:3]1[CH:21]=[CH:20][C:6]([C:7]([N:9]([C:11]2[CH:16]=[CH:15][C:14]3[O:17][CH2:18][O:19][C:13]=3[CH:12]=2)N)=[O:8])=[CH:5][CH:4]=1.[C:22]([OH:29])(=[O:28])[CH2:23][CH2:24][C:25]([CH3:27])=O>O>[Cl:2][C:3]1[CH:21]=[CH:20][C:6]([C:7]([N:9]2[C:11]3[C:16](=[CH:15][C:14]4[O:17][CH2:18][O:19][C:13]=4[CH:12]=3)[C:24]([CH2:23][C:22]([OH:29])=[O:28])=[C:25]2[CH3:27])=[O:8])=[CH:5][CH:4]=1 |f:0.1|.